From a dataset of the Open Reaction Database (ORD), a public repository of structured organic reaction records. describe an organic reaction: reactants, conditions, products, and yield Reactants: BrC1=CC=C(C=C1)[C@@H]1C2=C3CCC(C=C3CC[C@H]2[C@@H]2C[C@H]([C@@H]([C@@]2(C)C1)C(=O)C1CC1)C)=O ((11β,16α,17β)-11-(4-bromophenyl)-17-cyclopropylcarbonyl-16-methylestra-4,9-dien-3-one), COC1=CC=C(C=N1)B(O)O (6-methoxy-3-pyridinylboronic acid). Yields the product C1(CC1)C(=O)[C@@H]1[C@]2(C)[C@@H](C[C@H]1C)[C@@H]1CCC3=CC(CCC3=C1[C@H](C2)C2=CC=C(C=C2)C=2C=NC(=CC2)OC)=O ((11β,16α,17β)-17-cyclopropylcarbonyl-11-[4-(6-methoxypyridin-3-yl)phenyl]-16-methylestra 4,9-dien-3-one). Isolated yield 54.0%. Reaction SMILES: Br[C:2]1[CH:7]=[CH:6][C:5]([C@H:8]2[CH2:25][C@@:23]3([CH3:24])[C@@H:19]([CH2:20][C@@H:21]([CH3:31])[C@@H:22]3[C:26]([CH:28]3[CH2:30][CH2:29]3)=[O:27])[C@H:18]3[C:9]2=[C:10]2[C:15]([CH2:16][CH2:17]3)=[CH:14][C:13](=[O:32])[CH2:12][CH2:11]2)=[CH:4][CH:3]=1.[CH3:33][O:34][C:35]1[N:40]=[CH:39][C:38](B(O)O)=[CH:37][CH:36]=1>>[CH:28]1([C:26]([C@H:22]2[C@H:21]([CH3:31])[CH2:20][C@H:19]3[C@H:18]4[C:9]([C@@H:8]([C:5]5[CH:6]=[CH:7][C:2]([C:38]6[CH:39]=[N:40][C:35]([O:34][CH3:33])=[CH:36][CH:37]=6)=[CH:3][CH:4]=5)[CH2:25][C@:23]23[CH3:24])=[C:10]2[C:15](=[CH:14][C:13](=[O:32])[CH2:12][CH2:11]2)[CH2:16][CH2:17]4)=[O:27])[CH2:30][CH2:29]1. Procedure details: Reaction of (11β,16α,17β)-11-(4-bromophenyl)-17-cyclopropylcarbonyl-16-methylestra-4,9-dien-3-one and 6-methoxy-3-pyridinylboronic acid using the procedure described in example 1 step h afforded the title compound (54% yield). 1H NMR (400 MHz, CDCl3): δ 0.35 (s, 3H), 0.84-0.99 (m, 6H), 1.08-1.15 (m, 1H), 1.33-1.39 (m, 1H), 1.45-1.54 (m, 1H), 1.62-1.70 (m, 2H), 1.91-1.97 (m, 1H), 2.01-2.08 (m, 1H), 2.24-2.53 (m, 6H), 2.58-2.64 (m, 2H), 2.68-2.85 (m, 3H), 3.98 (s, 3H), 4.44 (d, J=8 Hz, 1H), 5.80 (... The reactants are ClC1=NC=2C=CC(=C(C2C=C1)C(=O)NCC1CCCCC1)Cl (2,6-dichloro-N-(cyclohexylmethyl)-5-quinolinecarboxamide), Cl.C(#N)C1CCNCC1 (4-cyanopiperidine hydrochloride). Yields the product ClC1=C(C=2C=CC(=NC2C=C1)N1CCC(CC1)C#N)C(=O)NCC1CCCCC1 (6-Chloro-2-(4-cyano-1-piperidinyl)-N-(cyclohexylmethyl)-5-quinolinecarboxamide). Reaction SMILES: Cl[C:2]1[CH:11]=[CH:10][C:9]2[C:8]([C:12]([NH:14][CH2:15][CH:16]3[CH2:21][CH2:20][CH2:19][CH2:18][CH2:17]3)=[O:13])=[C:7]([Cl:22])[CH:6]=[CH:5][C:4]=2[N:3]=1.Cl.[C:24]([CH:26]1[CH2:31][CH2:30][NH:29][CH2:28][CH2:27]1)#[N:25]>>[Cl:22][C:7]1[CH:6]=[CH:5][C:4]2[N:3]=[C:2]([N:29]3[CH2:30][CH2:31][CH:26]([C:24]#[N:25])[CH2:27][CH2:28]3)[CH:11]=[CH:10][C:9]=2[C:8]=1[C:12]([NH:14][CH2:15][CH:16]1[CH2:21][CH2:20][CH2:19][CH2:18][CH2:17]1)=[O:13] |f:1.2|. Reported procedure: Prepared according to the method of example 51, using 2,6-dichloro-N-(cyclohexylmethyl)-5-quinolinecarboxamide Example 43(a)) (0.25 g), and 4-cyanopiperidine hydrochloride (0.25 g) to afford the title compound (0.27 g). The reactants are O=C([O-])[O-], CCI, CN(C)C=O, CCOC(=O)CC1OC(c2ccc(O)cc2OC)c2cc(Cl)ccc2N(CC(C)(C)C)C1=O, [K+], [K+], O. The product is CCOC(=O)CC1OC(c2ccc(OCC)cc2OC)c2cc(Cl)ccc2N(CC(C)(C)C)C1=O. Reaction SMILES: [C:37](=[O:38])([O-:39])[O-:40].[CH2:34]([CH3:35])[I:36].[CH3:43][N:44]([CH3:45])[CH:46]=[O:47].[Cl:1][c:2]1[cH:3][cH:4][c:5]2[c:6]([cH:33]1)[CH:7]([c:24]1[c:25]([O:31][CH3:32])[cH:26][c:27]([OH:30])[cH:28][cH:29]1)[O:8][CH:9]([CH2:18][C:19](=[O:20])[O:21][CH2:22][CH3:23])[C:10](=[O:17])[N:11]2[CH2:12][C:13]([CH3:14])([CH3:15])[CH3:16].[K+:41].[K+:42].[OH2:48]>>[Cl:1][c:2]1[cH:3][cH:4][c:5]2[c:6]([cH:33]1)[CH:7]([c:24]1[c:25]([O:31][CH3:32])[cH:26][c:27]([O:30][CH2:34][CH3:35])[cH:28][cH:29]1)[O:8][CH:9]([CH2:18][C:19](=[O:20])[O:21][CH2:22][CH3:23])[C:10](=[O:17])[N:11]2[CH2:12][C:13]([CH3:14])([CH3:15])[CH3:16]. The reactants are CC(C)=CCCO, CS(C)=O, Cc1ccc(S(=O)(=O)Oc2c(-c3ccc(S(C)(=O)=O)cc3)cnn(-c3ccc(F)cc3)c2=O)cc1. Product: CC(C)=CCCOc1c(-c2ccc(S(C)(=O)=O)cc2)cnn(-c2ccc(F)cc2)c1=O. Reaction SMILES: [CH3:36][C:37](=[CH:38][CH2:39][CH2:40][OH:41])[CH3:42].[CH3:43][S:44]([CH3:45])=[O:46].[F:1][c:2]1[cH:3][cH:4][c:5](-[n:8]2[n:9][cH:10][c:11](-[c:26]3[cH:27][cH:28][c:29]([S:32](=[O:33])(=[O:34])[CH3:35])[cH:30][cH:31]3)[c:12]([O:15][S:16]([c:17]3[cH:18][cH:19][c:20]([CH3:21])[cH:22][cH:23]3)(=[O:24])=[O:25])[c:13]2=[O:14])[cH:6][cH:7]1>>[F:1][c:2]1[cH:3][cH:4][c:5](-[n:8]2[n:9][cH:10][c:11](-[c:26]3[cH:27][cH:28][c:29]([S:32](=[O:33])(=[O:34])[CH3:35])[cH:30][cH:31]3)[c:12]([O:15][CH2:40][CH2:39][CH:38]=[C:37]([CH3:36])[CH3:42])[c:13]2=[O:14])[cH:6][cH:7]1. The reactants are [OH-].[Na+] (sodium hydroxide), CCN(CC)CC#CCOC(=O)C(C=1C=CC=CC1)(C2CCCCC2)O.Cl (Oxybutynin chloride), O (water), CCCCCCC (n-Heptane). Solvent: CCCCC (n-Pentane). Reaction conditions: temperature 42.5 celsius. The product is CCN(CC)CC#CCOC(=O)C(C=1C=CC=CC1)(C2CCCCC2)O (Oxybutynin). Reaction SMILES: [CH3:1][CH2:2][N:3]([CH2:6][C:7]#[C:8][CH2:9][O:10][C:11]([C:13]([OH:26])([CH:20]1[CH2:25][CH2:24][CH2:23][CH2:22][CH2:21]1)[C:14]1[CH:15]=[CH:16][CH:17]=[CH:18][CH:19]=1)=[O:12])[CH2:4][CH3:5].Cl.O.CCCCCCC.[OH-].[Na+]>CCCCC>[CH3:1][CH2:2][N:3]([CH2:6][C:7]#[C:8][CH2:9][O:10][C:11]([C:13]([OH:26])([CH:20]1[CH2:21][CH2:22][CH2:23][CH2:24][CH2:25]1)[C:14]1[CH:15]=[CH:16][CH:17]=[CH:18][CH:19]=1)=[O:12])[CH2:4][CH3:5] |f:0.1,4.5|. Reported procedure: Oxybutynin chloride (100 gm) was treated with DM water (500 ml) at 25-30° C. and heated to 40-45° C. to observe clear solution. n-Heptane (500 ml) was added to the solution and adjusted the pH of the mass to 10.0-11.0 using 5% sodium hydroxide solution at 20-25° C. Layers obtained were separated and aqueous layer was extracted with heptane. Organic layers were combined and concentrated under vacuum at 40-45° C. to give residue. n-Pentane (250 ml) was added to the residue and stirred under nitrog... Reaction conditions: temperature -78 celsius, time 20 minute. RXN SMILES: [CH2:1]([Li])[CH2:2][CH2:3]C.[F:6][C:7]1[CH:8]=[C:9]([CH2:15][C:16]([OH:18])=[O:17])[CH:10]=[C:11]([F:14])[C:12]=1[F:13].C(Br)C=C.[OH-].[Na+]>C1COCC1.C(OCC)C>[F:6][C:7]1[CH:8]=[C:9]([CH:15]([CH2:3][CH:2]=[CH2:1])[C:16]([OH:18])=[O:17])[CH:10]=[C:11]([F:14])[C:12]=1[F:13] |f:3.4|. The solvent is C(C)OCC (diethyl ether), C1CCOC1 (THF). Reported procedure: n-Butyl lithium (7.89 mL; 2.66 M solution in hexane) was added to a solution of 3,4,5-trifluorophenylacetic acid (2 g) in THF (50 mL) at −78° C. The reaction solution was stirred at −78° C. for 20 minutes. Then, the reaction solution was heated to 0° C. and further stirred for 30 minutes. Allyl bromide (0.999 mL) was added dropwise to the reaction solution, and the reaction solution was stirred at room temperature for three hours. A 1 N sodium hydroxide solution and diethyl ether were added to t... Reactants: [OH-].[Na+] (sodium hydroxide), C(CCC)[Li] (n-Butyl lithium), FC=1C=C(C=C(C1F)F)CC(=O)O (3,4,5-trifluorophenylacetic acid), C(C=C)Br (Allyl bromide). The product is FC=1C=C(C=C(C1F)F)C(C(=O)O)CC=C (2-(3,4,5-trifluorophenyl)-4-pentenoic acid). Reactants: C(C1=CC=CC=C1)N1C[C@@]([C@@H](C1)C)(C(NC1CCN(CC1)CC(CCC)F)=O)CC(=O)OC(C)(C)C (tert-butyl 2-[(3R*,4S*)-1-benzyl-3-{[1-(2-fluoropentyl)piperidin-4-yl]carbamoyl}-4-methylpyrrolidin-3-yl]acetate), CO (methanol), BrCC1=C(C=CC=C1C(F)(F)F)Cl (2-(Bromomethyl)-1-chloro-3-(trifluoromethyl)benzene), C([O-])([O-])=O.[K+].[K+] (potassium carbonate). Reaction conditions: temperature 45 celsius, time 15 hour. Procedure details: A mixture of the chiral form of tert-butyl 2-[(3R*,4S*)-1-benzyl-3-{[1-(2-fluoropentyl)piperidin-4-yl]carbamoyl}-4-methylpyrrolidin-3-yl]acetate obtained in Example 1k (161 mg, 0.32 mmol), 20% palladium hydroxide (135 mg) and methanol (5 ml) was stirred at mom temperature for 15 hours under a hydrogen atmosphere. The atmosphere in the reaction vessel was replaced with nitrogen, 20% palladium hydroxide was filtered off, and the solvent was distilled off. 2-(Bromomethyl)-1-chloro-3-(trifluoromethy... The yield is 78.9%. Run in CN(C=O)C (N,N-dimethylformamide), O (Water). RXN SMILES: C([N:8]1[CH2:12][C@@H:11]([CH3:13])[C@@:10]([CH2:29][C:30]([O:32][C:33]([CH3:36])([CH3:35])[CH3:34])=[O:31])([C:14](=[O:28])[NH:15][CH:16]2[CH2:21][CH2:20][N:19]([CH2:22][CH:23]([F:27])[CH2:24][CH2:25][CH3:26])[CH2:18][CH2:17]2)[CH2:9]1)C1C=CC=CC=1.CO.Br[CH2:40][C:41]1[C:46]([C:47]([F:50])([F:49])[F:48])=[CH:45][CH:44]=[CH:43][C:42]=1[Cl:51].C(=O)([O-])[O-].[K+].[K+]>[OH-].[Pd+2].[OH-].O.CN(C)C=O>[Cl:51][C:42]1[CH:43]=[CH:44][CH:45]=[C:46]([C:47]([F:50])([F:49])[F:48])[C:41]=1[CH2:40][N:8]1[CH2:12][C@@H:11]([CH3:13])[C@@:10]([CH2:29][C:30]([O:32][C:33]([CH3:35])([CH3:34])[CH3:36])=[O:31])([C:14](=[O:28])[NH:15][CH:16]2[CH2:21][CH2:20][N:19]([CH2:22][CH:23]([F:27])[CH2:24][CH2:25][CH3:26])[CH2:18][CH2:17]2)[CH2:9]1 |f:3.4.5,6.7.8|. The reagents and catalysts are [OH-].[Pd+2].[OH-] (palladium hydroxide), [OH-].[Pd+2].[OH-] (palladium hydroxide). Yields the product ClC1=C(C(=CC=C1)C(F)(F)F)CN1C[C@@]([C@@H](C1)C)(C(NC1CCN(CC1)CC(CCC)F)=O)CC(=O)OC(C)(C)C (tert-butyl 2-[(3R*,4S*)-1-{[2-chloro-6-(trifluoromethyl)phenyl]methyl}-3-{[1-(2-fluoropentyl)piperidin-4-yl]carbamoyl}-4-methylpyrrolidin-3-yl]acetate). Reactants: CCOC(C)=O, CO, CCOC(C)=O, CO, CC(C)(C)[Si](OCCc1ncc2c(n1)CCCC2N=[N+]=[N-])(c1ccccc1)c1ccccc1, N. Product: CC(C)(C)[Si](OCCc1ncc2c(n1)CCCC2N)(c1ccccc1)c1ccccc1. Reaction SMILES: [CH3:34][CH2:35][O:36][C:37]([CH3:38])=[O:39].[CH3:40][OH:41].[CH3:43][CH2:44][O:45][C:46]([CH3:47])=[O:48].[CH3:49][OH:50].[N:1](=[N+:2]=[N-:3])[CH:4]1[c:5]2[cH:6][n:7][c:8]([CH2:14][CH2:15][O:16][Si:17]([c:18]3[cH:19][cH:20][cH:21][cH:22][cH:23]3)([c:24]3[cH:25][cH:26][cH:27][cH:28][cH:29]3)[C:30]([CH3:31])([CH3:32])[CH3:33])[n:9][c:10]2[CH2:11][CH2:12][CH2:13]1.[NH3:42]>>[NH2:1][CH:4]1[c:5]2[cH:6][n:7][c:8]([CH2:14][CH2:15][O:16][Si:17]([c:18]3[cH:19][cH:20][cH:21][cH:22][cH:23]3)([c:24]3[cH:25][cH:26][cH:27][cH:28][cH:29]3)[C:30]([CH3:31])([CH3:32])[CH3:33])[n:9][c:10]2[CH2:11][CH2:12][CH2:13]1. Starting materials: CC(C)N1OCCC(Br)C1=O, CC(C)(C)c1cc(C=O)cc(C(C)(C)C)c1O, [Zn], c1ccccc1. Yields the product CC(C)N1OCCC(C(O)c2cc(C(C)(C)C)c(O)c(C(C)(C)C)c2)C1=O. Reaction SMILES: [Br:1][CH:2]1[C:3](=[O:11])[N:4]([CH:8]([CH3:9])[CH3:10])[O:5][CH2:6][CH2:7]1.[C:12]([CH3:13])([CH3:14])([CH3:15])[c:16]1[cH:17][c:18]([CH:19]=[O:20])[cH:21][c:22]([C:25]([CH3:26])([CH3:27])[CH3:28])[c:23]1[OH:24].[Zn:35].[cH:29]1[cH:30][cH:31][cH:32][cH:33][cH:34]1>>[CH:2]1([CH:19]([c:18]2[cH:17][c:16]([C:12]([CH3:13])([CH3:14])[CH3:15])[c:23]([OH:24])[c:22]([C:25]([CH3:26])([CH3:27])[CH3:28])[cH:21]2)[OH:20])[C:3](=[O:11])[N:4]([CH:8]([CH3:9])[CH3:10])[O:5][CH2:6][CH2:7]1.